This data is from the Open Reaction Database (ORD), a public repository of structured organic reaction records. The task is: describe an organic reaction: reactants, conditions, products, and yield The reactants are C(C)(C)(C)OC(=O)N1C[C@H]([C@@H](C1)CO)C(O[SiH2]C(C)(C)C)(C)C ((3S,4S)-3-(tert-butyl-dimethyl-silanyloxymethyl)-4-hydroxymethyl-pyrrolidine-1-carboxylic acid tert-butyl ester), CC(=O)OI1(C=2C=CC=CC2C(=O)O1)(OC(=O)C)OC(=O)C (Dess-Martin periodinane). Run in C(Cl)Cl (CH2Cl2), C(Cl)Cl (CH2Cl2), C(Cl)Cl (CH2Cl2). Product: C(C)(C)(C)OC(=O)N1C[C@H]([C@@H](C1)C=O)C(O[SiH2]C(C)(C)C)(C)C ((3S,4S)-3-(tert-Butyl-dimethyl-silanyloxymethyl)4-formyl-pyrrolidine-1-carboxylic acid tert-butyl ester). Reaction SMILES: [C:1]([O:5][C:6]([N:8]1[CH2:12][C@@H:11]([CH2:13][OH:14])[C@H:10]([C:15]([CH3:23])([CH3:22])[O:16][SiH2:17][C:18]([CH3:21])([CH3:20])[CH3:19])[CH2:9]1)=[O:7])([CH3:4])([CH3:3])[CH3:2].CC(OI1(OC(C)=O)(OC(C)=O)OC(=O)C2C=CC=CC1=2)=O>C(Cl)Cl>[C:1]([O:5][C:6]([N:8]1[CH2:12][C@@H:11]([CH:13]=[O:14])[C@H:10]([C:15]([CH3:23])([CH3:22])[O:16][SiH2:17][C:18]([CH3:21])([CH3:20])[CH3:19])[CH2:9]1)=[O:7])([CH3:3])([CH3:4])[CH3:2]. Procedure: To a well stirred mixture of (3S,4S)-3-(tert-butyl-dimethyl-silanyloxymethyl)-4-hydroxymethyl-pyrrolidine-1-carboxylic acid tert-butyl ester (8.2 g, 23.73 mmol) and Dess-Martin periodinane (10.06 g, 23.73 mmol) in CH2Cl2 (60 mL), slowly wet CH2Cl2 (0.47 mL of water in 60 mL of CH2Cl2) is added. The clear solution becomes cloudy toward the end of wet CH2Cl2 addition and is further stirred over-night. Then concentrated to a few mL of solvent by rotary evaporation and taken up in Et2O. A solution o... The reactants are NC=1C(=CC2=CC=CC=C2C1)O (3-amino-2-naphthol), COC1=C(C=C(C(=O)O)C=C1)N (4-methoxy-3-aminobenzoic acid). The product is NC=1C=C(C=CC1OC)C=1OC2=C(N1)C=C1C=CC=CC1=C2 (2-(3-Amino-4-methoxyphenyl)-naphth[2,3-d]oxazole). RXN SMILES: [NH2:1][C:2]1[C:3]([OH:12])=[CH:4][C:5]2[C:10]([CH:11]=1)=[CH:9][CH:8]=[CH:7][CH:6]=2.[CH3:13][O:14][C:15]1[CH:23]=[CH:22][C:18]([C:19](O)=O)=[CH:17][C:16]=1[NH2:24]>>[NH2:24][C:16]1[CH:17]=[C:18]([C:19]2[O:12][C:3]3[CH:4]=[C:5]4[C:10]([CH:9]=[CH:8][CH:7]=[CH:6]4)=[CH:11][C:2]=3[N:1]=2)[CH:22]=[CH:23][C:15]=1[O:14][CH3:13]. Reported procedure: Prepared by the method of Example 1a), from 3-amino-2-naphthol (476 mg, 2.9 mmol) and 4-methoxy-3-aminobenzoic acid (500 mg, 2.9 mmol) the subtitle compound was obtained, 120 mg (14%). 1H NMR (CDCl3) δ 8.06(s, 1H), 7.92–7.83(m, 3H), 7.67(dd, J=1.9, 8.2 Hz, 1H), 7.60(d, J=1.9 Hz, 1H), 7.38(m, 2H), 6.85(d, J=8.3 Hz, 1H), 3.88(s, 3H). MS 291 m/z (M+H)+. Reactants: CC1CN(C(=O)OC(C)(C)C)CCN1CCN, CC1CNCCN1CCNc1ncc(Cl)c(-c2cc3c(C(=O)NC4CC4)cccc3s2)n1, Cc1cnc(Cl)nc1-c1cc2c(C(=O)NC3CC3)cccc2s1. The product is Cc1cnc(NCCN2CCNCC2C)nc1-c1cc2c(C(=O)NC3CC3)cccc2s1. Reaction SMILES: [C:56]([O:57][C:58]([N:59]1[CH2:60][CH2:61][N:62]([CH2:63][CH2:64][NH2:65])[CH:66]([CH3:67])[CH2:68]1)=[O:69])([CH3:70])([CH3:71])[CH3:72].[CH:1]1([NH:4][C:5](=[O:6])[c:7]2[cH:8][cH:9][cH:10][c:11]3[s:12][c:13](-[c:16]4[n:17][c:18]([NH:23][CH2:24][CH2:25][N:26]5[CH:27]([CH3:32])[CH2:28][NH:29][CH2:30][CH2:31]5)[n:19][cH:20][c:21]4[Cl:22])[cH:14][c:15]23)[CH2:2][CH2:3]1.[CH:33]1([NH:34][C:35]([c:36]2[c:37]3[cH:38][c:39](-[c:40]4[c:41]([CH3:42])[cH:43][n:44][c:45]([Cl:46])[n:47]4)[s:48][c:49]3[cH:50][cH:51][cH:52]2)=[O:53])[CH2:54][CH2:55]1>>[CH:1]1([NH:4][C:5](=[O:6])[c:7]2[cH:8][cH:9][cH:10][c:11]3[s:12][c:13](-[c:16]4[n:17][c:18]([NH:23][CH2:24][CH2:25][N:26]5[CH:27]([CH3:32])[CH2:28][NH:29][CH2:30][CH2:31]5)[n:19][cH:20][c:21]4[CH3:33])[cH:14][c:15]23)[CH2:2][CH2:3]1.